Dataset: the Open Reaction Database (ORD), a public repository of structured organic reaction records. Task: describe an organic reaction: reactants, conditions, products, and yield Reactants: C(C)(C)OC(=O)C=1SC(=C(C1)C(CBr)=O)C (Isopropyl-4-(2-bromoacetyl)-5-methylthiophene-2-carboxylate), COC=1C=C(C=C(C1OC)OC)NC(=S)N (3,4,5-trimethoxyphenylthiourea). Product: Br.CC1=C(C=C(S1)C(=O)OC(C)C)C=1N=C(SC1)NC1=CC(=C(C(=C1)OC)OC)OC (isopropyl 5-methyl-4-{2-[(3,4,5-trimethoxyphenyl)amino](1,3-thiazol-4-yl)}thiophene-2-carboxylate hydrobromide). Yield: 47.6%. RXN SMILES: [CH:1]([O:4][C:5]([C:7]1[S:8][C:9]([CH3:16])=[C:10]([C:12](=O)[CH2:13][Br:14])[CH:11]=1)=[O:6])([CH3:3])[CH3:2].[CH3:17][O:18][C:19]1[CH:20]=[C:21]([NH:29][C:30]([NH2:32])=[S:31])[CH:22]=[C:23]([O:27][CH3:28])[C:24]=1[O:25][CH3:26]>>[BrH:14].[CH3:16][C:9]1[S:8][C:7]([C:5]([O:4][CH:1]([CH3:3])[CH3:2])=[O:6])=[CH:11][C:10]=1[C:12]1[N:32]=[C:30]([NH:29][C:21]2[CH:22]=[C:23]([O:27][CH3:28])[C:24]([O:25][CH3:26])=[C:19]([O:18][CH3:17])[CH:20]=2)[S:31][CH:13]=1 |f:2.3|. Procedure: Isopropyl-4-(2-bromoacetyl)-5-methylthiophene-2-carboxylate (84 mg, 0.27 mmol) was allowed to react with 3,4,5-trimethoxyphenylthiourea (66.5 mg) as described in Example 154, step (a) to give 68 mg (48% yield) of isopropyl 5-methyl-4-{2-[(3,4,5-trimethoxyphenyl)amino](1,3-thiazol-4-yl)}thiophene-2-carboxylate hydrobromide. Mass Spectrum (ESI) m/z calcd. For C21H24N2O5S2, 448.56 (M+H), found 449.0. The yield is 99.6%. Reaction SMILES: P(Cl)(Cl)(Cl)=O.[C:6]([O:9][CH2:10][C:11]1[N:16]=[C:15]([C:17]([NH2:19])=O)[CH:14]=[CH:13][CH:12]=1)(=[O:8])[CH3:7].CN(C)C=O.C(=O)([O-])[O-].[K+].[K+]>C(OCC)(=O)C.O>[C:6]([O:9][CH2:10][C:11]1[N:16]=[C:15]([C:17]#[N:19])[CH:14]=[CH:13][CH:12]=1)(=[O:8])[CH3:7] |f:3.4.5|. The solvent is C(C)(=O)OCC (ethyl acetate), O (water). Starting materials: C([O-])([O-])=O.[K+].[K+] (potassium carbonate), P(=O)(Cl)(Cl)Cl (Phosphorus oxychloride), C(C)(=O)OCC1=CC=CC(=N1)C(=O)N (6-acetoxymethyl-2-pyridinecarboxamide), CN(C=O)C (N,N-dimethylformamide). Product: C(C)(=O)OCC1=CC=CC(=N1)C#N (6-acetoxymethyl-2-cyanopyridine). Procedure details: Phosphorus oxychloride (86.9 ml) was dropwise added to a mixture of 6-acetoxymethyl-2-pyridinecarboxamide (93.0 g) and N,N-dimethylformamide (74.2 ml) in ethyl acetate (930 ml) under ice-cooling with stirring and the mixture was stirred at ambient temperature for 4 hours. The reaction mixture was added to a water and adjusted to pH 8 with potassium carbonate. The separated organic layer was washed with brine, dried over magnesium sulfate and evaporated to give 6-acetoxymethyl-2-cyanopyridine (84... Reactants: three, COC(C1=CC(=C(C=C1)Cl)N)=O (3-Amino-4-chlorobenzoic acid methyl ester), C1(CCCC1)C#CC1=NC=CC=C1 (2-cyclopentylethynyl-pyridine), C(=O)([O-])[O-].[K+].[K+] (K2CO3). The reagents and catalysts are CC(=O)[O-].CC(=O)[O-].[Pd+2] (Pd(OAc)2), CC(C)(C)P(C1=CC=C[CH-]1)C(C)(C)C.CC(C)(C)P(C1=CC=C[CH-]1)C(C)(C)C.[Fe+2] (DtBPF). Run in CN1CCCC1=O (NMP). Run at temperature 130 celsius, time 6 hour. The product is COC(=O)C1=CC=C2C(=C(N(C2=C1)C)C1=NC=CC=C1)C1CCCC1 (3-cyclopentyl-1-methyl-2-pyridin-2-yl-1H-indole-6-carboxylic acid methyl ester). As a reaction SMILES: [CH3:1][O:2][C:3](=[O:12])[C:4]1[CH:9]=[CH:8][C:7](Cl)=[C:6]([NH2:11])[CH:5]=1.[CH:13]1([C:18]#[C:19][C:20]2[CH:25]=[CH:24][CH:23]=[CH:22][N:21]=2)[CH2:17][CH2:16][CH2:15][CH2:14]1.[C:26]([O-])([O-])=O.[K+].[K+]>CC([O-])=O.CC([O-])=O.[Pd+2].CC(P(C(C)(C)C)C1[CH-]C=CC=1)(C)C.CC(P(C(C)(C)C)C1[CH-]C=CC=1)(C)C.[Fe+2].CN1C(=O)CCC1>[CH3:1][O:2][C:3]([C:4]1[CH:5]=[C:6]2[C:7]([C:18]([CH:13]3[CH2:17][CH2:16][CH2:15][CH2:14]3)=[C:19]([C:20]3[CH:25]=[CH:24][CH:23]=[CH:22][N:21]=3)[N:11]2[CH3:26])=[CH:8][CH:9]=1)=[O:12] |f:2.3.4,5.6.7,8.9.10|. Procedure details: A 100 mL three neck flask equipped with a thermocouple, condenser and stir bar was purged with argon. 3-Amino-4-chlorobenzoic acid methyl ester (5.0 g, 26.94 mmol), 2-cyclopentylethynyl-pyridine (5.528 g, 32.33 mmol), Pd(OAc)2 (181 mg, 0.81 mmol), DtBPF (767 mg, 1.62 mmol), K2CO3 (9.29 g, 67.35 mmol) and NMP (25 mL) were then charged. The reaction was heated to 130° C. and monitored by HPLC. The reaction was complete after 6 hours.